From a dataset of the Open Reaction Database (ORD), a public repository of structured organic reaction records. describe an organic reaction: reactants, conditions, products, and yield The reactants are Cl.N12C[C@@H](C(CC1)CC2)NC(=O)C=2OC1=C(C2)C=CC=C1C=1C=C(C(=O)O)C=CC1 (3-(2-{[(3R)-1-Azabicyclo[2.2.2]oct-3-ylamino]carbonyl}-1-benzofuran-7-yl)-benzoic acid hydrochloride), COCCNC (N-(2-methoxyethyl)-N-methylamine). Product: Cl.N12C[C@@H](C(CC1)CC2)NC(=O)C=2OC1=C(C2)C=CC=C1C1=CC(=CC=C1)C(=O)N(C)CCOC (N-[(3R)-1-Azabicyclo[2.2.2]oct-3-yl]-7-(3-{[(2-methoxyethyl)(methyl)amino]-carbonyl}phenyl)-1-benzofuran-2-carboxamide hydrochloride). RXN SMILES: [ClH:1].[N:2]12[CH2:9][CH2:8][CH:5]([CH2:6][CH2:7]1)[C@@H:4]([NH:10][C:11]([C:13]1[O:14][C:15]3[C:21]([C:22]4[CH:23]=[C:24]([CH:28]=[CH:29][CH:30]=4)[C:25](O)=[O:26])=[CH:20][CH:19]=[CH:18][C:16]=3[CH:17]=1)=[O:12])[CH2:3]2.[CH3:31][O:32][CH2:33][CH2:34][NH:35][CH3:36]>>[ClH:1].[N:2]12[CH2:9][CH2:8][CH:5]([CH2:6][CH2:7]1)[C@@H:4]([NH:10][C:11]([C:13]1[O:14][C:15]3[C:21]([C:22]4[CH:30]=[CH:29][CH:28]=[C:24]([C:25]([N:35]([CH2:34][CH2:33][O:32][CH3:31])[CH3:36])=[O:26])[CH:23]=4)=[CH:20][CH:19]=[CH:18][C:16]=3[CH:17]=1)=[O:12])[CH2:3]2 |f:0.1,3.4|. Reported procedure: 50 mg (0.12 mmol) of 3-(2-{[(3R)-1-azabicyclo[2.2.2]oct-3-ylamino]carbonyl}-1-benzofuran-7-yl)benzoic acid hydrochloride (Example 149) and 20.9 mg (0.23 mmol) of N-(2-methoxyethyl)-N-methylamine are reacted together by general method E. 20.4 mg (31.3% of theory) of the title compound are obtained. The reactants are O (water), C(C(C)C)(=O)Cl (isobutyryl chloride), COC1=CC=C(C=C1)S(=O)(=O)C[N+]#[C-] (4-methoxy benzenesulfonyl methylisonitrile), [OH-].[K+] (potassium hydroxide). Run in COCCOC (1,2dimethoxyethane), COCCOC (1,2-dimethoxyethane). Conditions: temperature 20 celsius, time 3 hour. Product: C(C)(C)C1=C(N=CO1)S(=O)(=O)C1=CC=C(C=C1)OC (5-isopropyl 4-(4-methoxy benzenesulfonyl)oxazole). Isolated yield 16.0%. As a reaction SMILES: [C:1](Cl)(=[O:5])[CH:2]([CH3:4])[CH3:3].[CH3:7][O:8][C:9]1[CH:14]=[CH:13][C:12]([S:15]([CH2:18][N+:19]#[C-:20])(=[O:17])=[O:16])=[CH:11][CH:10]=1.[OH-].[K+].O>COCCOC>[CH:2]([C:1]1[O:5][CH:20]=[N:19][C:18]=1[S:15]([C:12]1[CH:13]=[CH:14][C:9]([O:8][CH3:7])=[CH:10][CH:11]=1)(=[O:16])=[O:17])([CH3:4])[CH3:3] |f:2.3|. Reported procedure: 1.1 g (0.0103 mole) of isobutyryl chloride in 10 ml of 1,2dimethoxyethane is added rapidly at a temperature between 15° and 20° C. to a mixture of 2.1 g (0.01 mole) of 4-methoxy benzenesulfonyl methylisonitrile in 10 ml of 1,2-dimethoxyethane in the presence of 0.65 g (0.0116 mole) of potassium hydroxide. The mixture is stirred for 3 h at about 20° C., cooled in an ice bath and water is added. An oil precipitates which solidifies in the presence of a little methanol. In this manner, 0.45 g of 5-... Starting materials: CC1=C(C=CC=C1)N1CCC=2C(=NC=3C(=CC=CC3C21)OC(F)(F)F)Cl (1-(2-Methylphenyl)-4-chloro-6-trifluoromethoxy-2,3-dihydropyrrolo[3,2-c]quinoline), NCCCCO (4-amino-1-butanol). Run in C(COCCO)O (diethylene glycol). Yields the product CC1=C(C=CC=C1)N1CCC=2C(=NC=3C(=CC=CC3C21)OC(F)(F)F)NCCCCO (1-(2-methylphenyl)-4-[(4-hydroxybutyl)amino]-6-trifluoromethoxy-2,3-dihydropyrrolo[3,2-c]quinoline). As a reaction SMILES: [CH3:1][C:2]1[CH:7]=[CH:6][CH:5]=[CH:4][C:3]=1[N:8]1[C:20]2[C:19]3[CH:18]=[CH:17][CH:16]=[C:15]([O:21][C:22]([F:25])([F:24])[F:23])[C:14]=3[N:13]=[C:12](Cl)[C:11]=2[CH2:10][CH2:9]1.[NH2:27][CH2:28][CH2:29][CH2:30][CH2:31][OH:32]>C(O)COCCO>[CH3:1][C:2]1[CH:7]=[CH:6][CH:5]=[CH:4][C:3]=1[N:8]1[C:20]2[C:19]3[CH:18]=[CH:17][CH:16]=[C:15]([O:21][C:22]([F:25])([F:24])[F:23])[C:14]=3[N:13]=[C:12]([NH:27][CH2:28][CH2:29][CH2:30][CH2:31][OH:32])[C:11]=2[CH2:10][CH2:9]1. Reported procedure: 1-(2-Methylphenyl)-4-chloro-6-trifluoromethoxy-2,3-dihydropyrrolo[3,2-c]quinoline(600 mg, 1.6 mmol) was dissolved in diethylene glycol(10 ml) and hereto was added 4-amino-1-butanol(1.0 ml), then reacted at the same condition of Step 5 in the Example 1 to obtain 510 mg of desired compound as solid in 73% of yield.